Dataset: the Open Reaction Database (ORD), a public repository of structured organic reaction records. Task: describe an organic reaction: reactants, conditions, products, and yield Starting materials: CC(=O)[O-], CC(=O)[O-], CO, CCSc1ccc(I)c(Cl)c1, [Na+], [Na+], O=C([O-])[O-], OB(O)c1cc(C(F)(F)F)ccc1O, [Pd+2], Cc1ccc(P(c2ccc(C)cc2)c2ccc(C)cc2)cc1. Yields the product CCSc1ccc(-c2cc(C(F)(F)F)ccc2O)c(Cl)c1. RXN SMILES: [C:56]([O-:57])(=[O:58])[CH3:59].[C:61]([O-:62])(=[O:63])[CH3:64].[CH3:54][OH:55].[Cl:43][c:44]1[c:45]([I:53])[cH:46][cH:47][c:48]([S:50][CH2:51][CH3:52])[cH:49]1.[Na+:37].[Na+:38].[O-:39][C:40](=[O:41])[O-:42].[OH:23][c:24]1[c:25]([B:34]([OH:35])[OH:36])[cH:26][c:27]([C:30]([F:31])([F:32])[F:33])[cH:28][cH:29]1.[Pd+2:60].[c:1]1([CH3:2])[cH:3][cH:4][c:5]([P:6]([c:7]2[cH:8][cH:9][c:10]([CH3:11])[cH:12][cH:13]2)[c:14]2[cH:15][cH:16][c:17]([CH3:18])[cH:19][cH:20]2)[cH:21][cH:22]1>>[OH:23][c:24]1[c:25](-[c:45]2[c:44]([Cl:43])[cH:49][c:48]([S:50][CH2:51][CH3:52])[cH:47][cH:46]2)[cH:26][c:27]([C:30]([F:31])([F:32])[F:33])[cH:28][cH:29]1. Reactants: NC1=NC=CC=C1 (2-aminopyridine), C(Cl)Cl (methylene chloride), ClCC(=O)Cl (chloroacetyl chloride). Solvent: O (water). Reaction conditions: time 10 hour. Yields the product N1=C(C=CC=C1)NC(CCl)=O (N-(2-pyridyl)chloroacetamide). As a reaction SMILES: [NH2:1][C:2]1[CH:7]=[CH:6][CH:5]=[CH:4][N:3]=1.C(Cl)Cl.[Cl:11][CH2:12][C:13](Cl)=[O:14]>O>[N:3]1[CH:4]=[CH:5][CH:6]=[CH:7][C:2]=1[NH:1][C:13](=[O:14])[CH2:12][Cl:11]. Reported procedure: To a solution of 9.42 g. (0.1 mole) of 2-aminopyridine in 50 ml. of methylene chloride was added dropwise 4.0 ml. (0.05 mole) of chloroacetyl chloride in 20 ml. of the same solvent, keeping the reaction temperature at -20° to -10° C. for one hour. After stirring at room temperature for 10 hours, 50 ml. of water was added and the organic layer separated. The organic solution was washed with water and a brine solution and was dried over magnesium sulfate. Removal of the solvent in vacuo gave 6.64 ...